Dataset: the Open Reaction Database (ORD), a public repository of structured organic reaction records. Task: describe an organic reaction: reactants, conditions, products, and yield The reactants are C1CCOC1, COC(=O)c1cnc(Oc2ccc(C(C)C(O)(c3ccnc(Cl)c3)C(F)(F)F)c(Cl)c2)nc1, CO, Cl, [Li+], [OH-]. As a reaction SMILES: [CH2:37]1[O:38][CH2:39][CH2:40][CH2:41]1.[CH3:1][O:2][C:3](=[O:4])[c:5]1[cH:6][n:7][c:8]([O:11][c:12]2[cH:13][c:14]([Cl:33])[c:15]([CH:18]([C:19]([C:20]([F:21])([F:22])[F:23])([OH:24])[c:25]3[cH:26][c:27]([Cl:31])[n:28][cH:29][cH:30]3)[CH3:32])[cH:16][cH:17]2)[n:9][cH:10]1.[CH3:42][OH:43].[ClH:36].[Li+:35].[OH-:34]>>[O:2]=[C:3]([OH:4])[c:5]1[cH:6][n:7][c:8]([O:11][c:12]2[cH:13][c:14]([Cl:33])[c:15]([CH:18]([C:19]([C:20]([F:21])([F:22])[F:23])([OH:24])[c:25]3[cH:26][c:27]([Cl:31])[n:28][cH:29][cH:30]3)[CH3:32])[cH:16][cH:17]2)[n:9][cH:10]1. The product is CC(c1ccc(Oc2ncc(C(=O)O)cn2)cc1Cl)C(O)(c1ccnc(Cl)c1)C(F)(F)F. Starting materials: CC1=CC=C(C=C1)S(=O)(=O)OC[C@H]1COC=2C(=C3C=CC(=NC3=CC2)C)O1 ((2R)-8-Methyl-2,3-dihydro[1,4]dioxino[2,3-f]quinolin-2-ylmethyl 4-methylbenzenesulfonate), C(C)C=1C=CC=C2C(=CNC12)C=1CCNCC1 (7-ethyl-3-(1,2,3,6-tetrahydro-4-pyridinyl)-1H-indole). Solvent: CS(=O)C (DMSO). Conditions: temperature 75 celsius. The product is C(C)C=1C=CC=C2C(=CNC12)CC1CCN(CC1)CC1COC=2C(=C3C=CC(=NC3=CC2)C)O1 (2-({4-[(7-Ethyl-1H-indol-3-yl)methyl]piperidin-1-yl}methyl)-8-methyl-2,3-dihydro[1,4]dioxino[2,3-f]quinoline). As a reaction SMILES: CC1C=CC(S(O[CH2:12][C@@H:13]2[O:27][C:17]3=[C:18]4[C:23](=[CH:24][CH:25]=[C:16]3[O:15][CH2:14]2)[N:22]=[C:21]([CH3:26])[CH:20]=[CH:19]4)(=O)=O)=CC=1.[CH2:28]([C:30]1[CH:31]=[CH:32][CH:33]=[C:34]2[C:38]=1[NH:37][CH:36]=[C:35]2[C:39]1[CH2:40][CH2:41]NCC=1)[CH3:29]>CS(C)=O>[CH2:28]([C:30]1[CH:31]=[CH:32][CH:33]=[C:34]2[C:38]=1[NH:37][CH:36]=[C:35]2[CH2:39][CH:40]1[CH2:41][CH2:23][N:22]([CH2:12][CH:13]2[O:27][C:17]3=[C:18]4[C:23](=[CH:24][CH:25]=[C:16]3[O:15][CH2:14]2)[N:22]=[C:21]([CH3:26])[CH:20]=[CH:19]4)[CH2:21][CH2:20]1)[CH3:29]. Procedure details: (2R)-8-Methyl-2,3-dihydro[1,4]dioxino[2,3-f]quinolin-2-ylmethyl 4-methylbenzenesulfonate (0.60 g, 1.6 mmole) and 7-ethyl-3-(1,2,3,6-tetrahydro-4-pyridinyl)-1H-indole (1.0 g, 4.4 mmole) were combined in 10 mL of DMSO. The mixture was heated at 70-80° C. under nitrogen for 6 hours. After cooling to room temperature, the mixture was partitioned between 400 mL each of ethyl acetate and saturated aqueous sodium bicarbonate. The organic phase was removed, washed with 400 mL portions of water and satur... The reactants are COC(C1=CN=C(C=C1)N)=O (6-aminonicotinic acid methyl ester), COC(=O)C1=CC2=C(CC(O2)(C)C)C(=C1)OCC(C)C (4-isobutoxy-2,2-dimethyl-2,3-dihydro-benzofuran-6-carboxylic acid methyl ester). Yields the product COC(C1=CN=C(C=C1)NC(=O)C1=CC2=C(CC(O2)(C)C)C(=C1)OCC(C)C)=O (6-[(4-Isobutoxy-2,2-dimethyl-2,3-dihydro-benzofuran-6-carbonyl)-amino]-nicotinic acid methyl ester), solid. Isolated yield 48.0%. As a reaction SMILES: [CH3:1][O:2][C:3](=[O:11])[C:4]1[CH:9]=[CH:8][C:7]([NH2:10])=[N:6][CH:5]=1.C[O:13][C:14]([C:16]1[CH:26]=[C:25]([O:27][CH2:28][CH:29]([CH3:31])[CH3:30])[C:19]2[CH2:20][C:21]([CH3:24])([CH3:23])[O:22][C:18]=2[CH:17]=1)=O>>[CH3:1][O:2][C:3](=[O:11])[C:4]1[CH:9]=[CH:8][C:7]([NH:10][C:14]([C:16]2[CH:26]=[C:25]([O:27][CH2:28][CH:29]([CH3:31])[CH3:30])[C:19]3[CH2:20][C:21]([CH3:24])([CH3:23])[O:22][C:18]=3[CH:17]=2)=[O:13])=[N:6][CH:5]=1. Procedure details: The title compound was prepared in a similar manner as described for Example 1, from 6-aminonicotinic acid methyl ester (1.0 g, 6.57 mmol) and 4-isobutoxy-2,2-dimethyl-2,3-dihydro-benzofuran-6-carboxylic acid methyl ester (14a) (185 mg, 0.66 mmol). Purification by column chromatography eluting with 15-25% EtOAc in hexane gave a pale yellow solid (127 mg, 48% yield). 1H NMR (400 MHz, CDCl3) δ 8.93 (d, J=1.52 Hz, 1 H) 8.69 (s, 1 H) 8.42-8.48 (m, 1 H) 8.35 (dd, J=8.72, 2.15 Hz, 1 H) 6.96 (s, 1 H) 6... The solvent is C(C)#N (acetonitrile). The product is CC(C#CC1=CC(=C(S1)C(=O)O)N(C(=O)C1CCC(CC1)C)CCP(=O)(C)O)(C)C (5-(3,3-Dimethyl-but-1-ynyl)-3-[[2-(hydroxy-methyl-phosphinoyl)-ethyl]-(4-methyl-cyclohexanecarbonyl)-amino]-thiophene-2-carboxylic acid). Yield: 36.3%. Reaction conditions: time 2 hour. Reaction SMILES: [CH3:1][C:2]([CH3:32])([CH3:31])[C:3]#[C:4][C:5]1[S:9][C:8]([C:10]([OH:12])=[O:11])=[C:7]([N:13]([CH2:23][CH2:24][P:25]([O:28]CC)([CH3:27])=[O:26])[C:14]([CH:16]2[CH2:21][CH2:20][CH:19]([CH3:22])[CH2:18][CH2:17]2)=[O:15])[CH:6]=1.[Si](I)(C)(C)C.N1C(C)=CC=CC=1C>C(#N)C>[CH3:31][C:2]([CH3:1])([CH3:32])[C:3]#[C:4][C:5]1[S:9][C:8]([C:10]([OH:12])=[O:11])=[C:7]([N:13]([CH2:23][CH2:24][P:25]([OH:28])([CH3:27])=[O:26])[C:14]([CH:16]2[CH2:17][CH2:18][CH:19]([CH3:22])[CH2:20][CH2:21]2)=[O:15])[CH:6]=1. Procedure: 5-(3,3-Dimethyl-but-1-ynyl)-3-[[2-(ethoxy-methyl-phosphinoyl)-ethyl]-(4-methyl-cyclohexanecarbonyl)-amino]-thiophene-2-carboxylic acid (108 mg, 0.225 mmol) was dissolved in acetonitrile (3 mL). This solution was cooled in an ice bath and TMSI (160 μL, 1.12 mmol) was added dropwise. The reaction turned yellow and some precipitate was formed. After approximately 1 minute 2,6-lutidine (156 μL, 1.35 mmol) was added, resulting in a clear solution. The ice bath was removed and the reaction was stirred... Reactants: [Si](C)(C)(C)I (TMSI), CC(C#CC1=CC(=C(S1)C(=O)O)N(C(=O)C1CCC(CC1)C)CCP(=O)(C)OCC)(C)C (5-(3,3-Dimethyl-but-1-ynyl)-3-[[2-(ethoxy-methyl-phosphinoyl)-ethyl]-(4-methyl-cyclohexanecarbonyl)-amino]-thiophene-2-carboxylic acid), N1=C(C=CC=C1C)C (2,6-lutidine). Starting materials: NC1=NC(=NC=C1C(=O)C1=CC=C(C=C1)C)S(=O)CC ((4-amino-2-ethanesulfinyl-pyrimidin-5-yl)-p-tolyl-methanone), NC1CCN(CC1)C(C)=O (1-(4-amino-piperidin-1-yl)-ethanone). The product is NC1=NC(=NC=C1C(C1=CC=C(C=C1)C)=O)NC1CCN(CC1)C(C)=O (1-[4-[4-amino-5-(4-methyl-benzoyl)-pyrimidin-2-ylamino]-piperidin-1-yl]-ethanone). As a reaction SMILES: [NH2:1][C:2]1[C:7]([C:8]([C:10]2[CH:15]=[CH:14][C:13]([CH3:16])=[CH:12][CH:11]=2)=[O:9])=[CH:6][N:5]=[C:4](S(CC)=O)[N:3]=1.[NH2:21][CH:22]1[CH2:27][CH2:26][N:25]([C:28](=[O:30])[CH3:29])[CH2:24][CH2:23]1>>[NH2:1][C:2]1[C:7]([C:8](=[O:9])[C:10]2[CH:11]=[CH:12][C:13]([CH3:16])=[CH:14][CH:15]=2)=[CH:6][N:5]=[C:4]([NH:21][CH:22]2[CH2:27][CH2:26][N:25]([C:28](=[O:30])[CH3:29])[CH2:24][CH2:23]2)[N:3]=1. Procedure: The same procedure as described in Example 326 was used, starting with (4-amino-2-ethanesulfinyl-pyrimidin-5-yl)-p-tolyl-methanone (Example 354) and 1-(4-amino-piperidin-1-yl)-ethanone to give 1-[4-[4-amino-5-(4-methyl-benzoyl)-pyrimidin-2-ylamino]-piperidin-1-yl]-ethanone as a white solid. MS (M+H)+, 354. Reactants: compounds 246, C(#N)C1=C(SC=2CNCCC21)NC(C=CC2=C(C=CC=C2)OCC)=O (N-(3-cyano-4,5,6,7-tetrahydro-thieno[2,3-c]pyridin-2-yl)-3-(2-ethoxy-phenyl)-acrylamide), C(#N)C1=C(SC=2CNCCC21)NC(C=CC=2OC=CC2)=O (N-(3-cyano-4,5,6,7-tetrahydro-thieno[2,3-c]pyridin-2-yl)-3-(furan-2-yl)-acrylamide). Product: C(C)NC(=O)N1CC2=C(CC1)C(=C(S2)NC(\C=C\C2=C(C=CC=C2)OCC)=O)C#N (3-Cyano-2-[(E)-3-(2-ethoxy-phenyl)-allanoylamino]-4,7-dihydro-5H-thieno[2,3-c]pyridine-6-carboxylic Acid Ethylamide). RXN SMILES: [C:1]([C:3]1[C:11]2[CH2:10][CH2:9][NH:8][CH2:7][C:6]=2[S:5][C:4]=1[NH:12][C:13](=[O:25])[CH:14]=[CH:15][C:16]1[CH:21]=[CH:20][CH:19]=[CH:18][C:17]=1[O:22][CH2:23][CH3:24])#[N:2].C([C:28]1C2CCNCC=2S[C:29]=1[NH:37][C:38](=[O:46])C=CC1OC=CC=1)#N>>[CH2:29]([NH:37][C:38]([N:8]1[CH2:9][CH2:10][C:11]2[C:3]([C:1]#[N:2])=[C:4]([NH:12][C:13](=[O:25])/[CH:14]=[CH:15]/[C:16]3[CH:21]=[CH:20][CH:19]=[CH:18][C:17]=3[O:22][CH2:23][CH3:24])[S:5][C:6]=2[CH2:7]1)=[O:46])[CH3:28]. Procedure: The following compounds 246 to 251 may be prepared according to general procedure FF described later herein starting from N-(3-cyano-4,5,6,7-tetrahydro-thieno[2,3-c]pyridin-2-yl)-3-(2-ethoxy-phenyl)-acrylamide or N-(3-cyano-4,5,6,7-tetrahydro-thieno[2,3-c]pyridin-2-yl)-3-(furan-2-yl)-acrylamide respectively. The reactants are Grignard reagent, C(C)(=O)C1=CC(=C(C(=C1)F)F)F (1-acetyl-3,4,5-trifluorobenzene), peracid, BrC1=CC(=C(C(=C1)F)F)F (1-bromo-3,4,5-trifluorobenzene), C(C)(=O)Cl (acetyl chloride). The product is C(C)(=O)OC1=CC(=C(C(=C1)F)F)F (3,4,5-trifluorophenyl acetate). As a reaction SMILES: Br[C:2]1[CH:7]=[C:6]([F:8])[C:5]([F:9])=[C:4]([F:10])[CH:3]=1.[C:11](Cl)(=[O:13])[CH3:12].C(C1C=C(F)C(F)=C(F)C=1)(=[O:17])C>>[C:11]([O:13][C:2]1[CH:7]=[C:6]([F:8])[C:5]([F:9])=[C:4]([F:10])[CH:3]=1)(=[O:17])[CH3:12]. Procedure: 3,4,5-Trifluorophenol (5.0 g, 0.034 mol), which was obtained by reacting a Grignard reagent of 1-bromo-3,4,5-trifluorobenzene with acetyl chloride, oxidizing the resulting 1-acetyl-3,4,5-trifluorobenzene with a peracid to obtain 3,4,5-trifluorophenyl acetate and subjecting this acetate to hydrolysis reaction, was dissolved in dry pyridine (10 ml), followed by gradually adding trans-4-propyl-cyclohexylcarbonyl chloride (6.4 g), allowing the resulting reaction solution to stand at 50° C. for 3 hou... Reactants: Fc1ccc(-c2cccn3nc(Br)nc23)cc1F, ClC(Cl)Cl, NC1CCN(c2ccnc(Cl)c2)CC1, ClCCl, Cl, Cl, [Na+], [O-]c1ccccc1, O=C(C=Cc1ccccc1)C=Cc1ccccc1, O=C(C=Cc1ccccc1)C=Cc1ccccc1, O=C(C=Cc1ccccc1)C=Cc1ccccc1, [Pd], [Pd], CC1(C)c2cccc(P(c3ccccc3)c3ccccc3)c2Oc2c(P(c3ccccc3)c3ccccc3)cccc21. The product is Fc1ccc(-c2cccn3nc(NC4CCN(c5ccnc(Cl)c5)CC4)nc23)cc1F. RXN SMILES: [Br:17][c:18]1[n:19][n:20]2[c:21]([c:22](-[c:26]3[cH:27][c:28]([F:33])[c:29]([F:32])[cH:30][cH:31]3)[cH:23][cH:24][cH:25]2)[n:34]1.[CH:144]([Cl:145])([Cl:146])[Cl:147].[Cl:3][c:4]1[n:5][cH:6][cH:7][c:8]([N:10]2[CH2:11][CH2:12][CH:13]([NH2:16])[CH2:14][CH2:15]2)[cH:9]1.[Cl:85][CH2:86][Cl:87].[ClH:1].[ClH:2].[Na+:84].[O-:77][c:78]1[cH:79][cH:80][cH:81][cH:82][cH:83]1.[O:108]=[C:109]([CH:110]=[CH:111][c:112]1[cH:113][cH:114][cH:115][cH:116][cH:117]1)[CH:118]=[CH:119][c:120]1[cH:121][cH:122][cH:123][cH:124][cH:125]1.[O:126]=[C:127]([CH:128]=[CH:129][c:130]1[cH:131][cH:132][cH:133][cH:134][cH:135]1)[CH:136]=[CH:137][c:138]1[cH:139][cH:140][cH:141][cH:142][cH:143]1.[O:90]=[C:91]([CH:92]=[CH:93][c:94]1[cH:95][cH:96][cH:97][cH:98][cH:99]1)[CH:100]=[CH:101][c:102]1[cH:103][cH:104][cH:105][cH:106][cH:107]1.[Pd:88].[Pd:89].[c:35]1([P:36]([c:37]2[cH:38][cH:39][cH:40][cH:41][cH:42]2)[c:43]2[c:44]3[c:68]([cH:69][cH:70][cH:71]2)[C:65]([CH3:66])([CH3:67])[c:47]2[c:46]([c:51]([P:52]([c:53]4[cH:54][cH:55][cH:56][cH:57][cH:58]4)[c:59]4[cH:60][cH:61][cH:62][cH:63][cH:64]4)[cH:50][cH:49][cH:48]2)[O:45]3)[cH:72][cH:73][cH:74][cH:75][cH:76]1>>[Cl:3][c:4]1[n:5][cH:6][cH:7][c:8]([N:10]2[CH2:11][CH2:12][CH:13]([NH:16][c:18]3[n:19][n:20]4[c:21]([c:22](-[c:26]5[cH:27][c:28]([F:33])[c:29]([F:32])[cH:30][cH:31]5)[cH:23][cH:24][cH:25]4)[n:34]3)[CH2:14][CH2:15]2)[cH:9]1.